This data is from the Open Reaction Database (ORD), a public repository of structured organic reaction records. The task is: describe an organic reaction: reactants, conditions, products, and yield The reactants are CCC1=NCCO1, CCCCCCCCS, [Cl-], [Cl-], [Zn+2]. The product is CCCCCCCCSCCNC(=O)CC. Reaction SMILES: [CH2:1]([CH3:2])[C:3]1=[N:7][CH2:6][CH2:5][O:4]1.[CH2:8]([CH2:9][CH2:10][CH2:11][CH2:12][CH2:13][CH2:14][CH3:15])[SH:16].[Cl-:17].[Cl-:19].[Zn+2:18]>>[CH2:1]([CH3:2])[C:3](=[O:4])[NH:7][CH2:6][CH2:5][S:16][CH2:8][CH2:9][CH2:10][CH2:11][CH2:12][CH2:13][CH2:14][CH3:15].